From a dataset of the Open Reaction Database (ORD), a public repository of structured organic reaction records. describe an organic reaction: reactants, conditions, products, and yield The reactants are ClC1=NC=NC2=CC(=CC=C12)S(=O)(=O)N(C=1SC=CN1)CC1=C(C=C(C=C1)OC)OC (4-chloro-N-(2,4-dimethoxybenzyl)-N-(thiazol-2-yl)quinazoline-7-sulfonamide), ClC1=C(C=CC(=C1)C(F)(F)F)B(O)O ((2-chloro-4-(trifluoromethyl)phenyl)boronic acid), C([O-])([O-])=O.[K+].[K+] (potassium carbonate). The reagents and catalysts are C=1C=CC(=CC1)[P](C=2C=CC=CC2)(C=3C=CC=CC3)[Pd]([P](C=4C=CC=CC4)(C=5C=CC=CC5)C=6C=CC=CC6)([P](C=7C=CC=CC7)(C=8C=CC=CC8)C=9C=CC=CC9)[P](C=1C=CC=CC1)(C=1C=CC=CC1)C=1C=CC=CC1 (Pd (PPh3)4). Run in O1CCOCC1 (Dioxane), O (Water). Conditions: time 2 hour. Yields the product ClC1=C(C=CC(=C1)C(F)(F)F)C1=NC=NC2=CC(=CC=C12)S(=O)(=O)NC=1SC=CN1 (4-(2-chloro-4-(trifluoromethyl)phenyl)-N-(thiazol-2-yl)quinazoline-7-sulfonamide). Isolated yield 23.1%. RXN SMILES: Cl[C:2]1[C:11]2[C:6](=[CH:7][C:8]([S:12]([N:15](CC3C=CC(OC)=CC=3OC)[C:16]3[S:17][CH:18]=[CH:19][N:20]=3)(=[O:14])=[O:13])=[CH:9][CH:10]=2)[N:5]=[CH:4][N:3]=1.[Cl:32][C:33]1[CH:38]=[C:37]([C:39]([F:42])([F:41])[F:40])[CH:36]=[CH:35][C:34]=1B(O)O.C(=O)([O-])[O-].[K+].[K+]>O1CCOCC1.O.C1C=CC([P]([Pd]([P](C2C=CC=CC=2)(C2C=CC=CC=2)C2C=CC=CC=2)([P](C2C=CC=CC=2)(C2C=CC=CC=2)C2C=CC=CC=2)[P](C2C=CC=CC=2)(C2C=CC=CC=2)C2C=CC=CC=2)(C2C=CC=CC=2)C2C=CC=CC=2)=CC=1>[Cl:32][C:33]1[CH:38]=[C:37]([C:39]([F:40])([F:41])[F:42])[CH:36]=[CH:35][C:34]=1[C:2]1[C:11]2[C:6](=[CH:7][C:8]([S:12]([NH:15][C:16]3[S:17][CH:18]=[CH:19][N:20]=3)(=[O:13])=[O:14])=[CH:9][CH:10]=2)[N:5]=[CH:4][N:3]=1 |f:2.3.4,^1:62,64,83,102|. Procedure details: To a mixture of 4-chloro-N-(2,4-dimethoxybenzyl)-N-(thiazol-2-yl)quinazoline-7-sulfonamide (Intermediate KKKK; 0.07 g, 0.147 mmol), (2-chloro-4-(trifluoromethyl)phenyl)boronic acid (0.049 mg, 0.220 mmol) and potassium carbonate (0.101 g, 0.734 mmol) in Dioxane (Solvent Ratio: 3, Solvent Volume: 0.734 ml) and Water (Solvent Ratio: 1.000, Solvent Volume: 0.245 ml) was added Pd (PPh3)4 (17 mg, 0.015 mmol), degassed with nitrogen and irradiated in microwave at 100° C. for 1 h. The aqueous layer was ... Reactants: [N+](=O)([O-])C1=C(C=CC=C1)C1=CC=C(C=C1)CN1C([C@@H](CCC2=C1C=CC=C2)NC(CC(C)(C)NC(=O)OC(C)(C)C)=O)=O (N-[1-[[(2'-Nitro)[1,1'-biphenyl]-4-yl]methyl]-2,3,4,5-tetrahydro-2-oxo-1H-1-benzazepin-3(R)-yl]-3-t-butoxycarbonylamino-3-methylbutanamide), [H][H] (hydrogen). The reagents and catalysts are [Pd] (palladium on carbon). Run in CO (methanol). Yields the product NC1=C(C=CC=C1)C1=CC=C(C=C1)CN1C([C@@H](CCC2=C1C=CC=C2)NC(CC(C)(C)NC(=O)OC(C)(C)C)=O)=O (N-[1-[[(2'-Amino)[1,1'-biphenyl]-4-yl]methyl] -2,3,4,5-tetrahydro-2-oxo-1H-1-benzazepin-3(R)-yl]-3-t-butoxycarbonylamino-3-methylbutanamide). Yield: 89.9%. RXN SMILES: [N+:1]([C:4]1[CH:9]=[CH:8][CH:7]=[CH:6][C:5]=1[C:10]1[CH:15]=[CH:14][C:13]([CH2:16][N:17]2[C:23]3[CH:24]=[CH:25][CH:26]=[CH:27][C:22]=3[CH2:21][CH2:20][C@@H:19]([NH:28][C:29](=[O:42])[CH2:30][C:31]([NH:34][C:35]([O:37][C:38]([CH3:41])([CH3:40])[CH3:39])=[O:36])([CH3:33])[CH3:32])[C:18]2=[O:43])=[CH:12][CH:11]=1)([O-])=O.[H][H]>CO.[Pd]>[NH2:1][C:4]1[CH:9]=[CH:8][CH:7]=[CH:6][C:5]=1[C:10]1[CH:11]=[CH:12][C:13]([CH2:16][N:17]2[C:23]3[CH:24]=[CH:25][CH:26]=[CH:27][C:22]=3[CH2:21][CH2:20][C@@H:19]([NH:28][C:29](=[O:42])[CH2:30][C:31]([NH:34][C:35]([O:37][C:38]([CH3:41])([CH3:40])[CH3:39])=[O:36])([CH3:33])[CH3:32])[C:18]2=[O:43])=[CH:14][CH:15]=1. Procedure: A solution of 7.79 g (13.23 mmol) of the intermediate obtained in Step A in 200 mL of methanol containing 0.9 g of 5% palladium on carbon was hydrogenated at 40 psi. When the uptake of hydrogen was complete, the catalyst was removed by filtration through Celite. The filtrate was concentrated under vacuum to yield 6.6 g (11.9 mmol, 90%) of product. FAB-MS: calculated for C33H4N4O4 556; found 557(M+H). 1H NMR (400 MHz, CDCl3): 1.32 (s, 6H), 1.39 (s, 9H), 1.87 (m, 1H), 2.51 (dd, 1H), 2.59 (m, 1H), ... The reactants are Cc1ccc(Br)nc1, C1CCOC1, Cc1ccc(S(=O)[O-])cc1, N#CCc1ccc(F)cc1, [H-], [Na+], [Na+], O. Product: Cc1ccc(C(C#N)c2ccc(F)cc2)nc1. RXN SMILES: [Br:11][c:12]1[n:13][cH:14][c:15]([CH3:18])[cH:16][cH:17]1.[CH2:32]1[O:33][CH2:34][CH2:35][CH2:36]1.[CH3:19][c:20]1[cH:21][cH:22][c:23]([S:24]([O-:25])=[O:26])[cH:27][cH:28]1.[F:1][c:2]1[cH:3][cH:4][c:5]([CH2:8][C:9]#[N:10])[cH:6][cH:7]1.[H-:30].[Na+:29].[Na+:31].[OH2:37]>>[F:1][c:2]1[cH:3][cH:4][c:5]([CH:8]([C:9]#[N:10])[c:12]2[n:13][cH:14][c:15]([CH3:18])[cH:16][cH:17]2)[cH:6][cH:7]1. RXN SMILES: [N+:1]([C:4]1[CH:5]=[C:6]2[C:11](=[CH:12][CH:13]=1)[N:10]1[C:14](C)=[N:15][N:16]=[C:9]1[CH:8]=[C:7]2[C:18]1[CH:23]=[CH:22][CH:21]=[CH:20][C:19]=1[Cl:24])([O-:3])=[O:2].I([O-])(=O)(=O)=[O:26].[Na+]>[Ru](=O)=O>[Cl:24][C:19]1[CH:20]=[CH:21][CH:22]=[CH:23][C:18]=1[C:7](=[O:26])[C:6]1[CH:5]=[C:4]([N+:1]([O-:3])=[O:2])[CH:13]=[CH:12][C:11]=1[N:10]1[CH:14]=[N:15][N:16]=[C:9]1[CH3:8] |f:1.2|. The product is ClC1=C(C=CC=C1)C(C1=C(C=CC(=C1)[N+](=O)[O-])N1C(=NN=C1)C)=O (2'-chloro-5-nitro-2-(3-methyl-4H-1,2,4-triazol-4-yl)benzophenone). The reactants are [N+](=O)([O-])C=1C=C2C(=CC=3N(C2=CC1)C(=NN3)C)C3=C(C=CC=C3)Cl (7-nitro-1-methyl-5-(o-chlorophenyl)-s-triazolo[4,3-a]quinoline), I(=O)(=O)(=O)[O-].[Na+] (sodium periodate). Reported procedure: In the manner given in Example 3, 7-nitro-1-methyl-5-(o-chlorophenyl)-s-triazolo[4,3-a]quinoline is oxidized at low temperature with sodium periodate and ruthenium dioxide to give 2'-chloro-5-nitro-2-(3-methyl-4H-1,2,4-triazol-4-yl)benzophenone. Reagents/catalysts: [Ru](=O)=O (ruthenium dioxide). The reactants are C(C)(C)(CC(C)(C)C)C1=CC=C(C=C1)O (p-tert-octylphenol), C=O (paraformaldehyde), O.O.C(C(=O)O)(=O)O (oxalic acid dihydrate), C1(=CC=CC=C1)O (Phenol). Reaction conditions: temperature 100 celsius. The product is C(C)(C)(CC(C)(C)C)C1=CC=C(C=C1)O.C=O (p-tert-octylphenol formaldehyde). RXN SMILES: [C:1]([C:9]1[CH:14]=[CH:13][C:12]([OH:15])=[CH:11][CH:10]=1)([CH2:4][C:5]([CH3:8])([CH3:7])[CH3:6])([CH3:3])[CH3:2].C=O.O.O.C(O)(=O)[C:21](O)=[O:22].C1(O)C=CC=CC=1>>[C:1]([C:9]1[CH:10]=[CH:11][C:12]([OH:15])=[CH:13][CH:14]=1)([CH2:4][C:5]([CH3:8])([CH3:7])[CH3:6])([CH3:2])[CH3:3].[CH2:21]=[O:22] |f:2.3.4,6.7|. Reported procedure: In a glass reaction vessel, 206 g (1 mole) of p-tert-octylphenol, 59.0 g (1.57 moles) of 80% paraformaldehyde and 4.5 g of oxalic acid dihydrate were reacted for 12 hours under water reflux (100° C.) to form a reaction intermediate. After performing the reaction for 12 hours, 87% of the formaldehyde used was consumed. The mole ratio of formaldehyde to p-tert-octylphenol (Fa/POP) was 1.37:1. Phenol (70.5 g; 0.75 mole) was added to the reaction intermediate and reacted at 100° C. for 2 hours. The ... Starting materials: ClCCCl, CNCc1[nH]c2ccccc2c1C#N, CCN(C(C)C)C(C)C, Cl, CN(C)C=O, O=C(O)C=Cc1cnc2c(c1)CCC(=O)N2, O, O, On1nnc2ccccc21. Reaction SMILES: [CH2:1]([Cl:2])[CH2:3][Cl:4].[CH3:22][NH:23][CH2:24][c:25]1[nH:26][c:27]2[cH:28][cH:29][cH:30][cH:31][c:32]2[c:33]1[C:34]#[N:35].[CH:47]([N:48]([CH2:49][CH3:50])[CH:51]([CH3:52])[CH3:53])([CH3:54])[CH3:55].[ClH:5].[O:56]=[CH:57][N:58]([CH3:59])[CH3:60].[O:6]=[C:7]1[CH2:8][CH2:9][c:10]2[cH:11][c:12]([CH:17]=[CH:18][C:19](=[O:20])[OH:21])[cH:13][n:14][c:15]2[NH:16]1.[OH2:46].[OH2:61].[OH:36][n:37]1[c:38]2[c:39]([cH:40][cH:41][cH:42][cH:43]2)[n:44][n:45]1>>[O:6]=[C:7]1[CH2:8][CH2:9][c:10]2[cH:11][c:12]([CH:17]=[CH:18][C:19](=[O:21])[N:23]([CH3:22])[CH2:24][c:25]3[nH:26][c:27]4[cH:28][cH:29][cH:30][cH:31][c:32]4[c:33]3[C:34]#[N:35])[cH:13][n:14][c:15]2[NH:16]1. Product: CN(Cc1[nH]c2ccccc2c1C#N)C(=O)C=Cc1cnc2c(c1)CCC(=O)N2.